From a dataset of the Open Reaction Database (ORD), a public repository of structured organic reaction records. describe an organic reaction: reactants, conditions, products, and yield Yields the product O=c1n(-c2ccc(Br)cc2F)c2c(F)c(F)c3ncoc3c2n1S(=O)(=O)C1CC1. Starting materials: O=c1[nH]c2c3ocnc3c(F)c(F)c2n1-c1ccc(Br)cc1F, O=S(=O)(Cl)C1CC1, [H-], [Na+]. Reaction SMILES: [Br:1][c:2]1[cH:3][c:4]([F:23])[c:5](-[n:8]2[c:9](=[O:22])[nH:10][c:11]3[c:12]2[c:13]([F:21])[c:14]([F:20])[c:15]2[n:16][cH:17][o:18][c:19]32)[cH:6][cH:7]1.[CH:24]1([S:27](=[O:28])(=[O:29])[Cl:30])[CH2:25][CH2:26]1.[H-:32].[Na+:31]>>[Br:1][c:2]1[cH:3][c:4]([F:23])[c:5](-[n:8]2[c:9](=[O:22])[n:10]([S:27]([CH:24]3[CH2:25][CH2:26]3)(=[O:28])=[O:29])[c:11]3[c:12]2[c:13]([F:21])[c:14]([F:20])[c:15]2[n:16][cH:17][o:18][c:19]32)[cH:6][cH:7]1. The reactants are NC1=NC=C(C=C1)C (2-amino-5-methylpyridine), BrC1=CC=C(C(CBr)=O)C=C1 (p-bromophenacyl-bromide). Run in CC(=O)C (acetone). Yields the product CC=1C=CC=2N(C1)C=C(N2)C2=CC=C(C=C2)Br (6-Methyl-2-(4'-bromophenyl)imidazo-[1,2-a]pyridine). RXN SMILES: [NH2:1][C:2]1[CH:7]=[CH:6][C:5]([CH3:8])=[CH:4][N:3]=1.[Br:9][C:10]1[CH:19]=[CH:18][C:13]([C:14](=O)[CH2:15]Br)=[CH:12][CH:11]=1>CC(C)=O>[CH3:8][C:5]1[CH:6]=[CH:7][C:2]2[N:3]([CH:15]=[C:14]([C:13]3[CH:18]=[CH:19][C:10]([Br:9])=[CH:11][CH:12]=3)[N:1]=2)[CH:4]=1. Procedure details: A mixture of 18.8 g of 2-amino-5-methylpyridine and 27.8 g of p-bromophenacyl-bromide in 200 ml of acetone was refluxed for 8 hrs. The precipitate was collected and dissolved in hot methanol and 2 ml of concentrated HBr was added. The methanol solution was then basified with ammonium hydroxide. The precipitated product was collected and recrystallized from ethanol; yield 18.5 g (68%); mp 215°-216° C. Starting materials: ClCCl, OCc1ccc(I)nc1. The product is O=Cc1ccc(I)nc1. Reaction SMILES: [Cl:10][CH2:11][Cl:12].[I:1][c:2]1[cH:3][cH:4][c:5]([CH2:8][OH:9])[cH:6][n:7]1>>[I:1][c:2]1[cH:3][cH:4][c:5]([CH:8]=[O:9])[cH:6][n:7]1. Reaction conditions: temperature 70 celsius. Run in C(C)O (ethanol). Product: ClC=1C(=C2C(=NC1)NC(=N2)C2=CC=C(C=C2)OC)N2CCN(CC2)CC(=O)NC=2SC=CN2 (2-(4-(6-Chloro-2-(4-methoxyphenyl)-3H-imidazo[4,5-b]pyridin-7-yl)piperazin-1-yl)-N-(thiazol-2-yl)acetamide). As a reaction SMILES: [NH2:1][C:2]1[C:7]([N+:8]([O-])=O)=[C:6]([N:11]2[CH2:16][CH2:15][N:14]([CH2:17][C:18]([NH:20][C:21]3[S:22][CH:23]=[CH:24][N:25]=3)=[O:19])[CH2:13][CH2:12]2)[C:5]([Cl:26])=[CH:4][N:3]=1.[CH3:27][O:28][C:29]1[CH:36]=[CH:35][C:32]([CH:33]=O)=[CH:31][CH:30]=1.[O-]S(S([O-])=O)=O.[Na+].[Na+]>C(O)C>[Cl:26][C:5]1[C:6]([N:11]2[CH2:16][CH2:15][N:14]([CH2:17][C:18]([NH:20][C:21]3[S:22][CH:23]=[CH:24][N:25]=3)=[O:19])[CH2:13][CH2:12]2)=[C:7]2[N:8]=[C:33]([C:32]3[CH:35]=[CH:36][C:29]([O:28][CH3:27])=[CH:30][CH:31]=3)[NH:1][C:2]2=[N:3][CH:4]=1 |f:2.3.4|. Procedure: To a mixture of 2-[4-(2-amino-5-chloro-3-nitro-pyridin-4-yl)-piperazin-1-yl]-N-thiazol-2-yl-acetamide (0.040 g, 0.10 mmol), ethanol (3 ml), and p-methoxybenzaldehyde (0.019 g, 0.14 mmol) was added a freshly prepared aqueous solution of Na2S2O4 (1M; 0.4 ml, 0.4 mmol). The reaction mixture was heated at 70° C. for 5 h, then allowed to cool to room temperature and the solvents were removed in vacuo. The residue was absorbed on silica gel and the free running powder was placed on a 10 g isolute sili... Starting materials: NC1=NC=C(C(=C1[N+](=O)[O-])N1CCN(CC1)CC(=O)NC=1SC=CN1)Cl (2-[4-(2-amino-5-chloro-3-nitro-pyridin-4-yl)-piperazin-1-yl]-N-thiazol-2-yl-acetamide), COC1=CC=C(C=O)C=C1 (p-methoxybenzaldehyde), [O-]S(=O)S(=O)[O-].[Na+].[Na+] (Na2S2O4). Starting materials: Cl, [Cu], O=N[O-], Nc1nc2cc(F)ccc2s1, [Na+], O. The product is Fc1ccc2sc(Cl)nc2c1. Reaction SMILES: [ClH:16].[Cu:18].[N:1]([O-:2])=[O:3].[NH2:5][c:6]1[s:7][c:8]2[c:9]([n:10]1)[cH:11][c:12]([F:15])[cH:13][cH:14]2.[Na+:4].[OH2:17]>>[c:6]1([Cl:16])[s:7][c:8]2[c:9]([n:10]1)[cH:11][c:12]([F:15])[cH:13][cH:14]2. Starting materials: C(CCCCCCCCCCC)SCCCCCCCCCCCC.OCC(C)O (1,2-dihydroxypropane dodecyl sulfide), P(OC)(OC)O (dimethyl hydrogen phosphite). The solvent is CO (methanol). Yields the product P(O)(O)O.C(CCCCCCCCCCC)SCCCCCCCCCCCC.OCC(C)O (1,2-Dihydroxypropane Dodecyl Sulfide Phosphite). As a reaction SMILES: [CH2:1]([S:13][CH2:14][CH2:15][CH2:16][CH2:17][CH2:18][CH2:19][CH2:20][CH2:21][CH2:22][CH2:23][CH2:24][CH3:25])[CH2:2][CH2:3][CH2:4][CH2:5][CH2:6][CH2:7][CH2:8][CH2:9][CH2:10][CH2:11][CH3:12].[OH:26][CH2:27][CH:28]([OH:30])[CH3:29].[P:31]([OH:36])([O:34]C)[O:32]C>CO>[P:31]([OH:36])([OH:34])[OH:32].[CH2:14]([S:13][CH2:1][CH2:2][CH2:3][CH2:4][CH2:5][CH2:6][CH2:7][CH2:8][CH2:9][CH2:10][CH2:11][CH3:12])[CH2:15][CH2:16][CH2:17][CH2:18][CH2:19][CH2:20][CH2:21][CH2:22][CH2:23][CH2:24][CH3:25].[OH:26][CH2:27][CH:28]([OH:30])[CH3:29] |f:0.1,4.5.6|. Reported procedure: Approximately 100 g of the above 1,2-dihydroxypropane dodecyl sulfide was reacted with 15 g dimethyl hydrogen phosphite as generally described in Example 1 until methanol evolution ceased. The product was vacuum-distilled to remove volatile materials. The reactants are ClC(C(=O)N(C)C)C (2-chloro-N,N-dimethylpropionamide), BrC1=C(C=CC=C1)C1=NNC=C1C (3-(o-bromophenyl)-4-methylpyrazole), CC=1C(=NNC1)C1=CC=CC=C1 (4-methyl-3-phenylpyrazole). Product: BrC1=C(C=CC=C1)C1=NN(C=C1C)C(C(=O)N(C)C)CC (3-(o-bromophenyl)-α-ethyl-N,N,4-trimethylpyrazole-1acetamide). Reaction SMILES: Cl[CH:2]([CH3:8])[C:3]([N:5]([CH3:7])[CH3:6])=[O:4].[Br:9][C:10]1[CH:15]=[CH:14][CH:13]=[CH:12][C:11]=1[C:16]1[C:20]([CH3:21])=[CH:19][NH:18][N:17]=1.[CH3:22]C1C(C2C=CC=CC=2)=NNC=1>>[Br:9][C:10]1[CH:15]=[CH:14][CH:13]=[CH:12][C:11]=1[C:16]1[C:20]([CH3:21])=[CH:19][N:18]([CH:2]([CH2:8][CH3:22])[C:3]([N:5]([CH3:7])[CH3:6])=[O:4])[N:17]=1. Procedure details: Using the procedure of Example 1, but substituting 2-bromo-N,N-dimethylbutyramide for 2-chloro-N,N-dimethylpropionamide and 3-(o-bromophenyl)-4-methylpyrazole for 4-methyl-3-phenylpyrazole, there was obtained 3-(o-bromophenyl)-α-ethyl-N,N,4-trimethylpyrazole-1acetamide, b.p. 188°-190° C./0.12 mm.